Dataset: the Open Reaction Database (ORD), a public repository of structured organic reaction records. Task: describe an organic reaction: reactants, conditions, products, and yield Starting materials: O=C(n1ccnc1)n1ccnc1, ClC(Cl)Cl, COc1ccc2nccc(N)c2c1. The product is COc1ccc2nccc(NC(=O)n3ccnc3)c2c1. Reaction SMILES: [C:14](=[O:15])([n:16]1[cH:17][n:18][cH:19][cH:20]1)[n:21]1[cH:22][cH:23][n:24][cH:25]1.[CH:26]([Cl:27])([Cl:28])[Cl:29].[NH2:1][c:2]1[cH:3][cH:4][n:5][c:6]2[cH:7][cH:8][c:9]([O:12][CH3:13])[cH:10][c:11]12>>[NH:1]([c:2]1[cH:3][cH:4][n:5][c:6]2[cH:7][cH:8][c:9]([O:12][CH3:13])[cH:10][c:11]12)[C:14](=[O:15])[n:16]1[cH:17][n:18][cH:19][cH:20]1. Starting materials: CC(C)O, CCOC(=O)c1cnc(OC(C)C)c(I)c1, [Na+], [OH-]. Product: CC(C)Oc1ncc(C(=O)O)cc1I. As a reaction SMILES: [CH:19]([OH:20])([CH3:21])[CH3:22].[I:1][c:2]1[c:3]([O:13][CH:14]([CH3:15])[CH3:16])[n:4][cH:5][c:6]([C:7](=[O:8])[O:9][CH2:10][CH3:11])[cH:12]1.[Na+:18].[OH-:17]>>[I:1][c:2]1[c:3]([O:13][CH:14]([CH3:15])[CH3:16])[n:4][cH:5][c:6]([C:7](=[O:8])[OH:9])[cH:12]1. Starting materials: C(CC1=CC=CC=C1)C1N2C3=C(C=CC=C3C1(O)C(F)(F)F)OCC2 (5-phenethyl-6-(trifluoromethyl)-2,3,5,6-tetrahydro-[1,4]oxazino[2,3,4-hi]indol-6-ol), S(=O)(Cl)Cl (thionyl chloride). The solvent is N1=CC=CC=C1 (pyridine). Conditions: temperature 0 celsius, time 2 hour. The product is C(CC1=CC=CC=C1)C=1N2C3=C(C=CC=C3C1C(F)(F)F)OCC2 (5-phenethyl-6-(trifluoromethyl)-2,3-dihydro-[1,4]oxazino[2,3,4-hi]indole). RXN SMILES: [CH2:1]([CH:9]1[C:17]([C:19]([F:22])([F:21])[F:20])(O)[C:16]2[C:11]3=[C:12]([O:23][CH2:24][CH2:25][N:10]13)[CH:13]=[CH:14][CH:15]=2)[CH2:2][C:3]1[CH:8]=[CH:7][CH:6]=[CH:5][CH:4]=1.S(Cl)(Cl)=O>N1C=CC=CC=1>[CH2:1]([C:9]1[N:10]2[CH2:25][CH2:24][O:23][C:12]3[CH:13]=[CH:14][CH:15]=[C:16]([C:17]=1[C:19]([F:22])([F:20])[F:21])[C:11]2=3)[CH2:2][C:3]1[CH:4]=[CH:5][CH:6]=[CH:7][CH:8]=1. Procedure: To a solution of 5-phenethyl-6-(trifluoromethyl)-2,3,5,6-tetrahydro-[1,4]oxazino[2,3,4-hi]indol-6-ol (208 mg, 0.60 mmol) in pyridine (3 mL) was added thionyl chloride (142 mg, 1.2 mmol) at 0° C. After stirring for 2 h at 0° C., the resulting mixture was concentrated to yield 5-phenethyl-6-(trifluoromethyl)-2,3-dihydro-[1,4]oxazino[2,3,4-hi]indole. Yields the product N#Cc1ccccc1N1CCN(C(=O)C2CC(n3nnc(-c4ccc(F)cc4F)n3)CN2Cc2ccccc2)CC1. Reaction SMILES: [CH3:43][C:44](=[O:45])[OH:46].[CH:35](=[O:36])[c:37]1[cH:38][cH:39][cH:40][cH:41][cH:42]1.[Cl:47][CH2:48][Cl:49].[F:1][c:2]1[c:3](-[c:9]2[n:10][n:11][n:12]([CH:14]3[CH2:15][CH:16]([C:19](=[O:20])[N:21]4[CH2:22][CH2:23][N:24]([c:27]5[c:28]([C:29]#[N:30])[cH:31][cH:32][cH:33][cH:34]5)[CH2:25][CH2:26]4)[NH:17][CH2:18]3)[n:13]2)[cH:4][cH:5][c:6]([F:8])[cH:7]1>>[F:1][c:2]1[c:3](-[c:9]2[n:10][n:11][n:12]([CH:14]3[CH2:15][CH:16]([C:19](=[O:20])[N:21]4[CH2:22][CH2:23][N:24]([c:27]5[c:28]([C:29]#[N:30])[cH:31][cH:32][cH:33][cH:34]5)[CH2:25][CH2:26]4)[N:17]([CH2:35][c:37]4[cH:38][cH:39][cH:40][cH:41][cH:42]4)[CH2:18]3)[n:13]2)[cH:4][cH:5][c:6]([F:8])[cH:7]1. Reactants: CC(=O)O, O=Cc1ccccc1, ClCCl, N#Cc1ccccc1N1CCN(C(=O)C2CC(n3nnc(-c4ccc(F)cc4F)n3)CN2)CC1. Starting materials: NC1=C2N=CN(C2=NC(=N1)SCC(C)C)CC1=CC=CC=C1 (6-Amino-9-benzyl-2-(isobutylthio)purine), BrBr (bromine), S(=S)(=O)([O-])[O-].[Na+].[Na+] (sodium thiosulfate). Run in C(Cl)Cl (methylene chloride). Reaction conditions: time 2 hour. Product: NC1=C2N=C(N(C2=NC(=N1)SCC(C)C)CC1=CC=CC=C1)Br (6-Amino-9-benzyl-8-bromo-2-(isobutylthio)purine). The yield is 27.0%. As a reaction SMILES: [NH2:1][C:2]1[N:10]=[C:9]([S:11][CH2:12][CH:13]([CH3:15])[CH3:14])[N:8]=[C:7]2[C:3]=1[N:4]=[CH:5][N:6]2[CH2:16][C:17]1[CH:22]=[CH:21][CH:20]=[CH:19][CH:18]=1.[Br:23]Br.S([O-])([O-])(=O)=S.[Na+].[Na+]>C(Cl)Cl>[NH2:1][C:2]1[N:10]=[C:9]([S:11][CH2:12][CH:13]([CH3:15])[CH3:14])[N:8]=[C:7]2[C:3]=1[N:4]=[C:5]([Br:23])[N:6]2[CH2:16][C:17]1[CH:22]=[CH:21][CH:20]=[CH:19][CH:18]=1 |f:2.3.4|. Reported procedure: 6-Amino-9-benzyl-2-(isobutylthio)purine (60 mg, 0.19 mmol) and bromine (0.4 ml) were dissolved in 85 ml of methylene chloride and the solution was stirred at room temperature for 2 hours. Aqueous sodium thiosulfate was added to the reaction mixture. The organic layer was separated, dried on magnesium sulfate and filtered. The solvent in the filtrate was evaporated in vacuo. The residue was purified with silica gel chromatography (chloroform) to give the subject compound (20 mg, yield 27%). The reactants are CO, [Na+], [OH-], COC(=O)c1ccc(C=CCn2ccnc2)cc1-c1ccc(F)cc1. Product: O=C(O)c1ccc(C=CCn2ccnc2)cc1-c1ccc(F)cc1. RXN SMILES: [CH3:28][OH:29].[Na+:27].[OH-:26].[n:1]1([CH2:6][CH:7]=[CH:8][c:9]2[cH:10][c:11](-[c:19]3[cH:20][cH:21][c:22]([F:25])[cH:23][cH:24]3)[c:12]([C:13](=[O:14])[O:15][CH3:16])[cH:17][cH:18]2)[cH:2][n:3][cH:4][cH:5]1>>[n:1]1([CH2:6][CH:7]=[CH:8][c:9]2[cH:10][c:11](-[c:19]3[cH:20][cH:21][c:22]([F:25])[cH:23][cH:24]3)[c:12]([C:13](=[O:14])[OH:15])[cH:17][cH:18]2)[cH:2][n:3][cH:4][cH:5]1. Starting materials: ( 4.13 ), ( 37 ), ( 45 ), CO (MeOH), CC1=C[C@@H]2C=3C(=CC(=CC3O[C@]4(C2[C@H](C1)C=5C=CC(=CC5O4)O)C=6C=CC(=CC6O)O)C7=CC=8C=CC(=CC8O7)O)O (Albanol A), ( 4.79 ), ( 94 ), CC(=CCC=1C=C(C=CC1O)C2=C(C(=O)C=3C(=CC(=CC3O2)O)O)O)C (Isolicoflavonol). Yields the product CC(=CCC=1C(=CC2=C(C1O)C(=O)C(=C(O2)C=3C=CC(=C(C3)O)O)O)O)C (Gancaonin P). As a reaction SMILES: CC(C)=CCC1C=C([C:12]2[O:22][C:21]3[CH:20]=[C:19]([OH:23])[CH:18]=[C:17](O)[C:16]=3[C:14](=[O:15])[C:13]=2[OH:25])C=CC=1O.CC1[CH2:41][C@@H:40]2[C:42]3C=CC(O)=CC=3O[C@]3(C4C=CC(O)=CC=4O)[CH:39]2[C@@H:30]([C:31]2[C:32]([OH:68])=[CH:33][C:34](C4OC5C=C(O)C=CC=5C=4)=[CH:35][C:36]=2[O:37]3)C=1.C[OH:70]>>[CH3:41][C:40]([CH3:42])=[CH:39][CH2:30][C:31]1[C:36]([OH:37])=[CH:35][C:34]2[O:15][C:14]([C:16]3[CH:21]=[CH:20][C:19]([OH:23])=[C:18]([OH:70])[CH:17]=3)=[C:13]([OH:25])[C:12](=[O:22])[C:33]=2[C:32]=1[OH:68]. Procedure details: Yellow powder; UV (MeOH) λmax (log ε) 261 (4.13), 205 (4.79) nm; 1H NMR (CD3COCD3, 500 MHz) δ 1.66 (3H, s, H-5′), 1.82 (3H, s, H-4′), 3.56 (2H, d, J=6.0 Hz, H-1′), 5.29 (1H, m, H-2′), 6.36 (1H, s, H-8), 7.00 (1H, d, J=8.3 Hz, H-5′), 7.72 (1H, brd, J=7.4 Hz, H-6′), 7.87 (1H, s, H-2′); EIMS m/z 370 (M+, 100), 355 (94), 315 (45), 302 (37), 244 (12), 137 (21). Reported procedure: To a solution of N-(2,4-dimethylphenyl)-3,5-difluoro-N-isobutyl-4-vinylbenzenesulfonamide (1.5 g, 3.95 mmol) in dichloromethane (DCM) at 0° C. was added meta-chloroperoxybenzoic acid (mCPBA) (2.73 g, 15.81 mmol) and the reaction mixture stirred for 24 hours from 0° C. to 25° C. Additional mCPBA (1.364 g, 7.91 mmol) was then added and the reaction stirred for a further 6 hours. The reaction was then washed with water (2 mL), sodium hydroxide solution (2M, 2 mL) and brine (2 mL), then evaporated i... RXN SMILES: [CH3:1][C:2]1[CH:7]=[C:6]([CH3:8])[CH:5]=[CH:4][C:3]=1[N:9]([CH2:23][CH:24]([CH3:26])[CH3:25])[S:10]([C:13]1[CH:18]=[C:17]([F:19])[C:16]([CH:20]=[CH2:21])=[C:15]([F:22])[CH:14]=1)(=[O:12])=[O:11].ClC1C=C(C=CC=1)C(OO)=[O:32]>ClCCl>[CH3:1][C:2]1[CH:7]=[C:6]([CH3:8])[CH:5]=[CH:4][C:3]=1[N:9]([CH2:23][CH:24]([CH3:26])[CH3:25])[S:10]([C:13]1[CH:18]=[C:17]([F:19])[C:16]([CH:20]2[CH2:21][O:32]2)=[C:15]([F:22])[CH:14]=1)(=[O:12])=[O:11]. Solvent: ClCCl (dichloromethane). Product: CC1=C(C=CC(=C1)C)N(S(=O)(=O)C1=CC(=C(C(=C1)F)C1OC1)F)CC(C)C (N-(2,4-dimethylphenyl)-3,5-difluoro-N-isobutyl-4-(oxiran-2-yl)benzenesulfonamide). Reaction conditions: time 24 hour. Reactants: CC1=C(C=CC(=C1)C)N(S(=O)(=O)C1=CC(=C(C(=C1)F)C=C)F)CC(C)C (N-(2,4-dimethylphenyl)-3,5-difluoro-N-isobutyl-4-vinylbenzenesulfonamide), ClC=1C=C(C(=O)OO)C=CC1 (meta-chloroperoxybenzoic acid), ClC=1C=C(C(=O)OO)C=CC1 (mCPBA).